Dataset: the Open Reaction Database (ORD), a public repository of structured organic reaction records. Task: describe an organic reaction: reactants, conditions, products, and yield Starting materials: BrC=1OC2=C(C1C1=CC=CC=C1)C=CC=C2C (2-bromo-7-methyl-3-phenylbenzofuran), C1=CCC(CC1)C(=O)O (cyclohexene-4-carboxylic acid), [N+](=O)([N+](=O)[O-])[O-] (dinitrogen tetraoxide), C1=CCC(CC1)C(=O)O (cyclohexene-4-carboxylic acid), [N+](=O)([N+](=O)[O-])[O-] (dinitrogen tetroxide), O (water). The solvent is C(C)(=O)O (acetic acid), C(C)(=O)O (acetic acid), C(C)OCC (diethyl ether), C(C)(=O)O (acetic acid). The product is CC1=CC=CC=2CC(OC21)(C2=CC=CC=C2)[N+](=O)[O-] (7-methyl-2-nitro-2-phenylbenzofuran). RXN SMILES: Br[C:2]1[O:3][C:4]2[C:16]([CH3:17])=[CH:15][CH:14]=[CH:13][C:5]=2[C:6]=1C1C=CC=CC=1.[CH:18]1[CH2:23][CH2:22][CH:21](C(O)=O)[CH2:20][CH:19]=1.[N+:27]([O-:32])([N+]([O-])=O)=[O:28].O>C(O)(=O)C.C(OCC)C>[CH3:17][C:16]1[C:4]2[O:3][C:2]([N+:27]([O-:32])=[O:28])([C:18]3[CH:23]=[CH:22][CH:21]=[CH:20][CH:19]=3)[CH2:6][C:5]=2[CH:13]=[CH:14][CH:15]=1. Reported procedure: A solution of 82.7 g (0.288 mole) of 2-bromo-7-methyl-3-phenylbenzofuran and 18.1 g (0.144 mole) of cyclohexene-4-carboxylic acid in 500 ml of acetic acid is treated over about 30 minutes with 13.2 g (0.144 mole) of dinitrogen tetraoxide in 20 ml of acetic acid. After about two hours 21.8 g (0.173 mole) of cyclohexene-4-carboxylic acid and 15.9 g (0.173 mole) of dinitrogen tetroxide in 25 ml of acetic acid is added. After about 5 additional hours the reaction mixture is poured into cold water to... The reactants are ClC1=C(C=C(O[C@@H](C(=O)OC)C)C=C1)CN1C(=C(C2=CC=C(C=C12)OC(F)(F)F)C1=NOC2=C1C=CC(=C2)OC)C (Methyl (2R)-2-(4-chloro-3-{[3-(6-methoxy-1,2-benzisoxazol-3-yl)-2-methyl-6-(trifluoromethoxy)-1H-indol-1-yl]methyl}phenoxy)propanoate), [OH-].[Na+] (NaOH). Run in CO (methanol). Reaction conditions: time 2 hour. Product: ClC1=C(C=C(O[C@@H](C(=O)O)C)C=C1)CN1C(=C(C2=CC=C(C=C12)OC(F)(F)F)C1=NOC2=C1C=CC(=C2)OC)C ((2R)-2-(4-Chloro-3-{[3-(6-methoxy-1,2-benzisoxazol-3-yl)-2-methyl-6-(trifluoromethoxy)-1H-indol-1-yl]methyl}phenoxy)propanoic acid). Reaction SMILES: [Cl:1][C:2]1[CH:14]=[CH:13][C:5]([O:6][C@H:7]([CH3:12])[C:8]([O:10]C)=[O:9])=[CH:4][C:3]=1[CH2:15][N:16]1[C:24]2[C:19](=[CH:20][CH:21]=[C:22]([O:25][C:26]([F:29])([F:28])[F:27])[CH:23]=2)[C:18]([C:30]2[C:34]3[CH:35]=[CH:36][C:37]([O:39][CH3:40])=[CH:38][C:33]=3[O:32][N:31]=2)=[C:17]1[CH3:41].[OH-].[Na+]>CO>[Cl:1][C:2]1[CH:14]=[CH:13][C:5]([O:6][C@H:7]([CH3:12])[C:8]([OH:10])=[O:9])=[CH:4][C:3]=1[CH2:15][N:16]1[C:24]2[C:19](=[CH:20][CH:21]=[C:22]([O:25][C:26]([F:28])([F:27])[F:29])[CH:23]=2)[C:18]([C:30]2[C:34]3[CH:35]=[CH:36][C:37]([O:39][CH3:40])=[CH:38][C:33]=3[O:32][N:31]=2)=[C:17]1[CH3:41] |f:1.2|. Procedure details: To a solution of 15 (312 mg, 0.46 mmol) in aqueous methanol was added a solution of 1.0M NaOH (1.5 eq). After 2 hours, reaction was complete by TLC. The solution was concentrated and purified by preparatory LC (C18, 100×20 mm I.D., 5 um). Product was isolated as a white amorphous solid. Product: COc1ccc(CN2C(=O)C(C)OCC2(C)c2cccc(Br)c2)cc1. Starting materials: COc1ccc(CN2C(=O)COCC2(C)c2cccc(Br)c2)cc1, CC(C)N, [Li], C=[N+]=[N-], C1CCOC1. RXN SMILES: [Br:1][c:2]1[cH:3][c:4]([C:8]2([CH3:24])[N:9]([CH2:15][c:16]3[cH:17][cH:18][c:19]([O:22][CH3:23])[cH:20][cH:21]3)[C:10](=[O:14])[CH2:11][O:12][CH2:13]2)[cH:5][cH:6][cH:7]1.[CH:25]([NH2:26])([CH3:27])[CH3:28].[Li:29].[N+:30](=[CH2:31])=[N-:32].[O:33]1[CH2:34][CH2:35][CH2:36][CH2:37]1>>[Br:1][c:2]1[cH:3][c:4]([C:8]2([CH3:24])[N:9]([CH2:15][c:16]3[cH:17][cH:18][c:19]([O:22][CH3:23])[cH:20][cH:21]3)[C:10](=[O:14])[CH:11]([CH3:25])[O:12][CH2:13]2)[cH:5][cH:6][cH:7]1. The reactants are ClC1=CC=NC=C1 (4-chloropyridine), C(C)OC=O (ethylformate), [Li]CCCC (n-BuLi), C(C)(C)NC(C)C (N,N-diisopropylamine). Run in O (water), O1CCCC1 (tetrahydrofuran), O1CCCC1 (tetrahydrofuran), O1CCCC1 (tetrahydrofuran). Conditions: temperature 0 celsius, time 45 minute. Yields the product ClC1=C(C=NC=C1)C=O (4-Chloropyridine-3-carbaldehyde). As a reaction SMILES: [Li]CCCC.C(NC(C)C)(C)C.[Cl:13][C:14]1[CH:19]=[CH:18][N:17]=[CH:16][CH:15]=1.[CH2:20]([O:22]C=O)C>O1CCCC1.O>[Cl:13][C:14]1[CH:19]=[CH:18][N:17]=[CH:16][C:15]=1[CH:20]=[O:22]. Procedure: 35.8 ml of n-BuLi (1.6 M in hexane; 57 mmol, 1 eq.) is added to a solution of 7.5 ml of N,N-diisopropylamine in 100 ml of tetrahydrofuran at −60° C. in nitrogen. The mixture is then left under stirring at 0° C. for 45 min before being cooled to −90° C. To this solution, a solution of 6.5 g of 4-chloropyridine (57 mmol, 1 eq.) in 25 ml of tetrahydrofuran is added drop by drop such that the temperature remains between −70 and −60° C. The mixture is left under stirring at −70° C. for 3 hrs. Then, a...